From a dataset of the Open Reaction Database (ORD), a public repository of structured organic reaction records. describe an organic reaction: reactants, conditions, products, and yield Starting materials: N1(C=NC=C1)C=1C=C2N(C(C(NC2=CC1)=O)=O)O (6-(1H-imidazol-1-yl)-4-hydroxyquinoxaline-2,3(1H,4H)-dione), C(C)O (ethanol), C(C1=CC=CC=C1)Br (benzylbromide). The solvent is P(=O)(O)(O)[O-].[K+] (potassium dihydrogen phosphate). Conditions: time 8 hour. The product is C(C1=CC=CC=C1)ON1C(C(NC2=CC=C(C=C12)N1C=NC=C1)=O)=O (4-Benzyloxy-6-(1H-imidazol-1-yl)-quinoxaline-2,3(1H,4H)-dione). Isolated yield 68.8%. Reaction SMILES: [N:1]1([C:6]2[CH:7]=[C:8]3[C:13](=[CH:14][CH:15]=2)[NH:12][C:11](=[O:16])[C:10](=[O:17])[N:9]3[OH:18])[CH:5]=[CH:4][N:3]=[CH:2]1.C(O)C.[CH2:22](Br)[C:23]1[CH:28]=[CH:27][CH:26]=[CH:25][CH:24]=1>P([O-])(O)(O)=O.[K+]>[CH2:22]([O:18][N:9]1[C:8]2[C:13](=[CH:14][CH:15]=[C:6]([N:1]3[CH:5]=[CH:4][N:3]=[CH:2]3)[CH:7]=2)[NH:12][C:11](=[O:16])[C:10]1=[O:17])[C:23]1[CH:28]=[CH:27][CH:26]=[CH:25][CH:24]=1 |f:3.4|. Procedure: To a solution of 6-(1H-imidazol-1-yl)-4-hydroxyquinoxaline-2,3(1H,4H)-dione (10.4 g; ~42.6 mmol) in 500 ml 1M potassium dihydrogen phosphate buffer pH 7.4, was added 500 ml ethanol and then 15.0 ml (~126 mmol) benzylbromide. Stirring was continued at 25° C. overnight. The precipitate was filtered off and washed with ethanol to give the title compound (9.8 g; 69%). M.p. 230° C. (decomp.). Yields the product COc1cccc(CSc2nc(N)c3nc(O)n(Cc4ccccc4)c3n2)c1. RXN SMILES: [C:20](=[O:21])([O-:22])[O-:23].[CH3:26][O:27][c:28]1[cH:29][c:30]([CH2:31][Cl:32])[cH:33][cH:34][cH:35]1.[CH3:36][N:37]([CH3:38])[CH:39]=[O:40].[K+:24].[K+:25].[NH2:1][c:2]1[c:3]2[n:4][c:5]([OH:19])[n:6]([CH2:12][c:13]3[cH:14][cH:15][cH:16][cH:17][cH:18]3)[c:7]2[n:8][c:9]([SH:11])[n:10]1>>[NH2:1][c:2]1[c:3]2[n:4][c:5]([OH:19])[n:6]([CH2:12][c:13]3[cH:14][cH:15][cH:16][cH:17][cH:18]3)[c:7]2[n:8][c:9]([S:11][CH2:31][c:30]2[cH:29][c:28]([O:27][CH3:26])[cH:35][cH:34][cH:33]2)[n:10]1. Starting materials: O=C([O-])[O-], COc1cccc(CCl)c1, CN(C)C=O, [K+], [K+], Nc1nc(S)nc2c1nc(O)n2Cc1ccccc1. Starting materials: Cl (hydrochloric acid), FC(C(C(C(=O)OCC)C1=CC=C(C=C1)CN1C(C=CC(=C1)C(F)(F)F)=O)C)(F)F (ethyl 4,4,4-trifluoro-3-methyl-2-(4-{[2-oxo-5-(trifluoromethyl)pyridin-1(2H)-yl]methyl}phenyl)butanoate), CO (methanol), [OH-].[Na+] (sodium hydroxide). Solvent: C1CCOC1 (THF), O (water), O (water). Run at time 8 hour. The product is FC(C(C(C(=O)O)C1=CC=C(C=C1)CN1C(C=CC(=C1)C(F)(F)F)=O)C)(F)F (4,4,4-Trifluoro-3-methyl-2-(4-{[2-oxo-5-(trifluoromethyl)pyridin-1(2H)-yl]methyl}phenyl)-butanoic acid). RXN SMILES: [F:1][C:2]([F:30])([F:29])[CH:3]([CH3:28])[CH:4]([C:10]1[CH:15]=[CH:14][C:13]([CH2:16][N:17]2[CH:22]=[C:21]([C:23]([F:26])([F:25])[F:24])[CH:20]=[CH:19][C:18]2=[O:27])=[CH:12][CH:11]=1)[C:5]([O:7]CC)=[O:6].CO.[OH-].[Na+].Cl>C1COCC1.O>[F:30][C:2]([F:1])([F:29])[CH:3]([CH3:28])[CH:4]([C:10]1[CH:11]=[CH:12][C:13]([CH2:16][N:17]2[CH:22]=[C:21]([C:23]([F:25])([F:26])[F:24])[CH:20]=[CH:19][C:18]2=[O:27])=[CH:14][CH:15]=1)[C:5]([OH:7])=[O:6] |f:2.3|. Procedure: 2.80 g (6.43 mmol) of ethyl 4,4,4-trifluoro-3-methyl-2-(4-{[2-oxo-5-(trifluoromethyl)pyridin-1(2H)-yl]methyl}phenyl)butanoate were dissolved in 18.2 ml each of THF, methanol and water, and 51.5 ml (128.6 mmol) of 10% strength aqueous sodium hydroxide solution were added. The mixture was stirred at RT overnight. The reaction mixture was then diluted with water, acidified with 1 N hydrochloric acid and extracted with ethyl acetate. The organic phase was dried over sodium sulfate and concentrated. ... The reactants are C(C)OC(C(=CC=1C=CC(=C(C(=O)OCC2=CC=CC=C2)C1)OC)OCC)=O (benzyl 5-(3-ethoxy-2-ethoxy-3-oxo-1-propenyl)-2-methoxybenzoate), [H][H] (hydrogen). Reagents/catalysts: [C].[Pd] (palladium-carbon). Run in C(C)O (ethanol). Product: C(C)OC(C(CC=1C=CC(=C(C(=O)O)C1)OC)OCC)=O (5-(3-ethoxy-2-ethoxy-3-oxopropyl)-2-methoxybenzoic acid). The yield is 97.3%. Reaction SMILES: [CH2:1]([O:3][C:4](=[O:28])[C:5]([O:25][CH2:26][CH3:27])=[CH:6][C:7]1[CH:8]=[CH:9][C:10]([O:23][CH3:24])=[C:11]([CH:22]=1)[C:12]([O:14]CC1C=CC=CC=1)=[O:13])[CH3:2].[H][H]>C(O)C.[C].[Pd]>[CH2:1]([O:3][C:4](=[O:28])[CH:5]([O:25][CH2:26][CH3:27])[CH2:6][C:7]1[CH:8]=[CH:9][C:10]([O:23][CH3:24])=[C:11]([CH:22]=1)[C:12]([OH:14])=[O:13])[CH3:2] |f:3.4|. Procedure: 1.6 g of benzyl 5-(3-ethoxy-2-ethoxy-3-oxo-1-propenyl)-2-methoxybenzoate was dissolved in 30 ml ethanol, 0.35 g of 10% palladium-carbon was added, and the mixture was stirred for 16 hours in a hydrogen atmosphere. The catalyst was filtered through Celite and the solvent was evaporated. Then, the residue was subjected to silica gel column chromatography, and from fractions eluted with hexane-ethyl acetate (2:1), 1.2 g of 5-(3-ethoxy-2-ethoxy-3-oxopropyl)-2-methoxybenzoic acid was obtained. Starting materials: 13.3, O1C(=NCC1)C1=CC=C(C=C1)NCC1CCN(CC1)C(=O)OCC (ethyl 4-[[[4-(4,5-dihydro-2-oxazolyl)phenyl]amino]methyl]-1-piperidinecarboxylate), [OH-].[K+] (potassium hydroxide). Solvent: CC(C)O (2-propanol). Run at time 6 hour. Product: O1C(=NCC1)C1=CC=C(C=C1)NCC1CCNCC1 (N-[4-(4,5-dihydro-2-oxazolyl)phenyl]-4-piperidinemethanamine). The yield is 49.1%. RXN SMILES: [O:1]1[CH2:5][CH2:4][N:3]=[C:2]1[C:6]1[CH:11]=[CH:10][C:9]([NH:12][CH2:13][CH:14]2[CH2:19][CH2:18][N:17](C(OCC)=O)[CH2:16][CH2:15]2)=[CH:8][CH:7]=1.[OH-].[K+]>CC(O)C>[O:1]1[CH2:5][CH2:4][N:3]=[C:2]1[C:6]1[CH:7]=[CH:8][C:9]([NH:12][CH2:13][CH:14]2[CH2:19][CH2:18][NH:17][CH2:16][CH2:15]2)=[CH:10][CH:11]=1 |f:1.2|. Reported procedure: A mixture of 13.3 parts of ethyl 4-[[[4-(4,5-dihydro-2-oxazolyl)phenyl]amino]methyl]-1-piperidinecarboxylate, 22.4 parts of potassium hydroxide and 240 parts of 2-propanol was stirred for 6 hours at reflux temperature. The reaction mixture was evaporated. The residue was taken up in water and the whole was evaporated again till all traces of 2-propanol were removed. The product was extracted with dichloromethane. The extract was dried, filtered and evaporated. The residue was purified by column ... Reactants: [BH4-], O=C(c1cccc(C(F)(F)F)c1)N1CCC(N(Cc2ccnc3ccccc23)C(=O)C(F)(F)F)CC1Cc1ccccc1, [Na+]. The product is O=C(c1cccc(C(F)(F)F)c1)N1CCC(NCc2ccnc3ccccc23)CC1Cc1ccccc1. Reaction SMILES: [BH4-:44].[CH2:1]([c:2]1[cH:3][cH:4][cH:5][cH:6][cH:7]1)[CH:8]1[N:9]([C:32]([c:33]2[cH:34][c:35]([C:39]([F:40])([F:41])[F:42])[cH:36][cH:37][cH:38]2)=[O:43])[CH2:10][CH2:11][CH:12]([N:14]([C:15](=[O:16])[C:17]([F:18])([F:19])[F:20])[CH2:21][c:22]2[cH:23][cH:24][n:25][c:26]3[cH:27][cH:28][cH:29][cH:30][c:31]23)[CH2:13]1.[Na+:45]>>[CH2:1]([c:2]1[cH:3][cH:4][cH:5][cH:6][cH:7]1)[CH:8]1[N:9]([C:32]([c:33]2[cH:34][c:35]([C:39]([F:40])([F:41])[F:42])[cH:36][cH:37][cH:38]2)=[O:43])[CH2:10][CH2:11][CH:12]([NH:14][CH2:21][c:22]2[cH:23][cH:24][n:25][c:26]3[cH:27][cH:28][cH:29][cH:30][c:31]23)[CH2:13]1. Reactants: Cl (HCl), CC1=C(C(=O)O)C=C(C=C1)[N+](=O)[O-] (2-methyl-5-nitrobenzoic acid), S(=O)(Cl)Cl (thionyl chloride). Product: CC1=C(C(=O)Cl)C=C(C=C1)[N+](=O)[O-] (2-methyl-5-nitrobenzoyl chloride). Reaction SMILES: Cl.[CH3:2][C:3]1[CH:11]=[CH:10][C:9]([N+:12]([O-:14])=[O:13])=[CH:8][C:4]=1[C:5](O)=[O:6].S(Cl)([Cl:17])=O>>[CH3:2][C:3]1[CH:11]=[CH:10][C:9]([N+:12]([O-:14])=[O:13])=[CH:8][C:4]=1[C:5]([Cl:17])=[O:6]. Procedure: Part A. A 1-L flask equipped with a reflux condenser and a nitrogen sweep to an HCl gas scrubber was charged with 2-methyl-5-nitrobenzoic acid (200 g, 1.10 mol). The reaction vessel was cooled in an ice bath and thionyl chloride (307 mL, 4.20 mol) was added in one portion. The ice bath was removed, and the reaction mixture was refluxed overnight. The excess thionyl chloride and the SO2 and HCl reaction side-products were removed by vacuum distillation to afford 2-methyl-5-nitrobenzoyl chloride a... Reactants: ClC1=CC=C(S1)C1=NC(=C(C(=N1)NC1=CC=C(C=C1)CC#N)CC)C (2-[4-[[2-(5-Chloro-2-thienyl)-5-ethyl-6-methyl-pyrimidin-4-yl]amino]phenyl]acetonitrile), NO.Cl (NH2OH HCl), C(=O)([O-])[O-].[K+].[K+] (K2CO3), CCO (EtOH). The solvent is O (water). Yields the product ClC1=CC=C(S1)C1=NC(=C(C(=N1)NC1=CC=C(C=C1)CC(=N)NO)CC)C (2-[4-[[2-(5-Chloro-2-thienyl)-5-ethyl-6-methyl-pyrimidin-4-yl]amino]phenyl]-N-hydroxy-acetamidine). Yield: 46.7%. RXN SMILES: [Cl:1][C:2]1[S:6][C:5]([C:7]2[N:12]=[C:11]([NH:13][C:14]3[CH:19]=[CH:18][C:17]([CH2:20][C:21]#[N:22])=[CH:16][CH:15]=3)[C:10]([CH2:23][CH3:24])=[C:9]([CH3:25])[N:8]=2)=[CH:4][CH:3]=1.[NH2:26][OH:27].Cl.C([O-])([O-])=O.[K+].[K+].CCO>O>[Cl:1][C:2]1[S:6][C:5]([C:7]2[N:12]=[C:11]([NH:13][C:14]3[CH:19]=[CH:18][C:17]([CH2:20][C:21]([NH:26][OH:27])=[NH:22])=[CH:16][CH:15]=3)[C:10]([CH2:23][CH3:24])=[C:9]([CH3:25])[N:8]=2)=[CH:4][CH:3]=1 |f:1.2,3.4.5|. Procedure: A 50-mL round bottomed flask was charged with 2-[4-[[2-(5-Chloro-2-thienyl)-5-ethyl-6-methyl-pyrimidin-4-yl]amino]phenyl]acetonitrile (120 mg, 0.325 mmol, 1 eq.), NH2OH/HCl (160 mg, 2.3 mmol, 7 eq), K2CO3 (320 mg, 2.3 mol, 7 eq.), EtOH (10 ml) and water (1 ml). The mixture was stirred under reflux overnight. After cooling to room temperature, the volatile material was removed under reduced pressure. The residue was purified by chromatography on silica gel using 1.5˜4% of methanol in dichlorometh...